This data is from the Open Reaction Database (ORD), a public repository of structured organic reaction records. The task is: describe an organic reaction: reactants, conditions, products, and yield Reactants: CI, CN(C)C=O, COC(=O)C1CN(CCc2ccc(F)cc2)CCC1=O, [Na], O. Yields the product COC(=O)C1(C)CN(CCc2ccc(F)cc2)CCC1=O. Reaction SMILES: [CH3:22][I:23].[CH3:25][N:26]([CH3:27])[CH:28]=[O:29].[F:2][c:3]1[cH:4][cH:5][c:6]([CH2:9][CH2:10][N:11]2[CH2:12][CH:13]([C:18](=[O:19])[O:20][CH3:21])[C:14](=[O:17])[CH2:15][CH2:16]2)[cH:7][cH:8]1.[Na:1].[OH2:24]>>[F:2][c:3]1[cH:4][cH:5][c:6]([CH2:9][CH2:10][N:11]2[CH2:12][C:13]([C:18](=[O:19])[O:20][CH3:21])([CH3:22])[C:14](=[O:17])[CH2:15][CH2:16]2)[cH:7][cH:8]1. The reactants are C=CCC1(CC=C)C(=O)CN(C(=O)OC(C)(C)C)C1C(=O)O, CO, Cl, O. The product is C=CCC1(CC=C)C(=O)CNC1C(=O)O. RXN SMILES: [C:1]([O:2][C:3]([CH3:4])([CH3:5])[CH3:6])(=[O:7])[N:8]1[CH:9]([C:10](=[O:11])[OH:12])[C:13]([CH2:17][CH:18]=[CH2:19])([CH2:20][CH:21]=[CH2:22])[C:14](=[O:16])[CH2:15]1.[CH3:25][OH:26].[ClH:23].[OH2:24]>>[NH:8]1[CH:9]([C:10](=[O:11])[OH:12])[C:13]([CH2:17][CH:18]=[CH2:19])([CH2:20][CH:21]=[CH2:22])[C:14](=[O:16])[CH2:15]1. Reactants: C(C)OP(=O)(OCC)CC(=O)OCC (ethyl 2-(diethoxyphosphoryl)acetate), CC(C)([O-])C.[K+] (potassium tert-butoxide), FC1=CC=C(C=C1)C1(CCCCC1)C=O (1-(4-fluorophenyl)cyclohexanecarbaldehyde). The solvent is C1CCOC1 (THF), C1CCOC1 (THF), C1CCOC1 (THF). Run at time 15 minute. Product: FC1=CC=C(C=C1)C1(CCCCC1)/C=C/C(=O)OCC ((E)-ethyl 3-(1-(4-fluorophenyl)cyclohexyl)acrylate). The yield is 91.9%. Reaction SMILES: C(OP([CH2:9][C:10]([O:12][CH2:13][CH3:14])=[O:11])(OCC)=O)C.CC(C)([O-])C.[K+].[F:21][C:22]1[CH:27]=[CH:26][C:25]([C:28]2([CH:34]=O)[CH2:33][CH2:32][CH2:31][CH2:30][CH2:29]2)=[CH:24][CH:23]=1>C1COCC1>[F:21][C:22]1[CH:27]=[CH:26][C:25]([C:28]2(/[CH:34]=[CH:9]/[C:10]([O:12][CH2:13][CH3:14])=[O:11])[CH2:33][CH2:32][CH2:31][CH2:30][CH2:29]2)=[CH:24][CH:23]=1 |f:1.2|. Procedure: To a solution of ethyl 2-(diethoxyphosphoryl)acetate (0.714 mL, 3.57 mmol) in 10 mL of THF at 0° C. was added 1 M potassium tert-butoxide in THF (3.57 mL, 3.57 mmol) dropwise, and the mixture was stirred for 15 mins at the same temperature. Then a solution of 1-(4-fluorophenyl)cyclohexanecarbaldehyde (Intermediate I-7A, 368 mg, 1.784 mmol) in 3 mL of THF was added dropwise, and the mixture was stirred at room temperature for 18 hrs. The reaction mixture was partitioned between ethyl acetate and ... Reactants: C(CNC(=O)C1=CC=CC=C1)(=O)O (hippuric acid), C1=CC=C2C(=C1)C=CC=C2C=O (1-naphthylaldehyde), C(C)(=O)[O-].[Na+] (sodium acetate). Solvent: C(C)(=O)OC(C)=O (acetic anhydride). Run at temperature 80 celsius. The product is C1(=CC=CC2=CC=CC=C12)\C=C\1/N=C(OC1=O)C1=CC=CC=C1 ((4Z)-4-(naphthalen-1-ylmethylidene)-2-phenyl-1,3-oxazol-5(4H)-one). Reaction SMILES: [C:1]([OH:13])(=[O:12])[CH2:2][NH:3][C:4]([C:6]1[CH:11]=[CH:10][CH:9]=[CH:8][CH:7]=1)=O.[CH:14]1[CH:19]=[C:18]2[CH:20]=[CH:21][CH:22]=[C:23]([CH:24]=O)[C:17]2=[CH:16][CH:15]=1.C([O-])(=O)C.[Na+]>C(OC(=O)C)(=O)C>[C:23]1(/[CH:24]=[C:2]2\[N:3]=[C:4]([C:6]3[CH:7]=[CH:8][CH:9]=[CH:10][CH:11]=3)[O:13][C:1]\2=[O:12])[C:17]2[C:18](=[CH:19][CH:14]=[CH:15][CH:16]=2)[CH:20]=[CH:21][CH:22]=1 |f:2.3|. Procedure details: A solution of hippuric acid (4.0 g, 1.0 eq.) was added to a solution acetic anhydride (10 mL), 1-naphthylaldehyde (3.84 g, 1.1 eq.) and sodium acetate (2.21 g, 1.2 eq.). The reaction mixture was then heated at 80° C. for 2 hours, then cooled to room temperature, filtered, and washed with acetic anhydride. After air drying, the solid was washed back with water and air-dried overnight to give the desired compound. Starting materials: C(=O)(O)CC1=CC=C(CCCNC2=C(C=CC(=C2)OC)[C@H]2CC=3C=CC(=CC3CC2)OC(C(C)(C)C)=O)C=C1 (pivalic acid (R)-6-{2-[(4-carboxymethylbenzyl)ethylamino]-4-methoxyphenyl}-5,6,7,8-tetrahydronaphthalen-2-yl ester), CC1CCNCC1 (4-methylpiperidine). Yields the product C(C)N(C1=C(C=CC(=C1)OC)[C@H]1CC=2C=CC(=CC2CC1)O)CC1=CC=C(C=C1)CCN1CCC(CC1)C ((R)-6-{2-{Ethyl{4-[2-(4-methylpiperidin-1-yl)ethyl]benzyl}amino}-4-methoxyphenyl}-5,6,7,8-tetrahydronaphthalen-2-ol). The yield is 33.7%. RXN SMILES: C(CC1C=CC(C[CH2:10][CH2:11][NH:12][C:13]2[CH:18]=[C:17]([O:19][CH3:20])[CH:16]=[CH:15][C:14]=2[C@@H:21]2[CH2:30][CH2:29][C:28]3[CH:27]=[C:26]([O:31]C(=O)C(C)(C)C)[CH:25]=[CH:24][C:23]=3[CH2:22]2)=CC=1)(O)=O.[CH3:40][CH:41]1[CH2:46][CH2:45][NH:44][CH2:43][CH2:42]1>>[CH2:11]([N:12]([CH2:27][C:28]1[CH:29]=[CH:30][C:21]([CH2:14][CH2:13][N:44]2[CH2:45][CH2:46][CH:41]([CH3:40])[CH2:42][CH2:43]2)=[CH:22][CH:23]=1)[C:13]1[CH:18]=[C:17]([O:19][CH3:20])[CH:16]=[CH:15][C:14]=1[C@@H:21]1[CH2:30][CH2:29][C:28]2[CH:27]=[C:26]([OH:31])[CH:25]=[CH:24][C:23]=2[CH2:22]1)[CH3:10]. Procedure details: Synthesized from pivalic acid (R)-6-{2-[(4-carboxymethylbenzyl)ethylamino]-4-methoxyphenyl}-5,6,7,8-tetrahydronaphthalen-2-yl ester (19 mg) and 4-methylpiperidine (17 mg) according to an analogous synthetic method to Example 715 and purified by LC-MS, the title compound (3.1 mg) was obtained. The reactants are BrCCC(C)C (1-bromo-3-methyl butane), BrC[C@@H](CO)C ((R)-3-bromo-2-methylpropanol), [Li+].[Cl-] (LiCl), [Mg] (Magnesium), II (iodine), BrCCC(C)C (1-bromo-3-methyl butane). Reagents/catalysts: [Cu](Cl)Cl (copper chloride). Solvent: C1CCOC1 (THF), C1CCOC1 (THF), C1CCOC1 (THF), C1CCOC1 (THF). Reaction conditions: time 2 hour. The product is C[C@@H](CO)CCCC(C)C ((R)-2,6-dimethyl heptan-1-ol). Reaction SMILES: [Mg].II.Br[CH2:5][CH2:6][CH:7]([CH3:9])[CH3:8].[Li+].[Cl-].Br[CH2:13][C@H:14]([CH3:17])[CH2:15][OH:16]>C1COCC1.[Cu](Cl)Cl>[CH3:17][C@H:14]([CH2:13][CH2:5][CH2:6][CH:7]([CH3:9])[CH3:8])[CH2:15][OH:16] |f:3.4|. Procedure: Magnesium turnings (2.04 g, 84 mmol) and a crystal of iodine were suspended in 5 mL THF for the addition of 1-bromo-3-methyl butane (0.3 mL, neat). The mixture was heated to start the Grignard formation. The remaining 1-bromo-3-methyl butane (8.63 mL, 72 mmol) was diluted in THF (60 mL) and added dropwise. The mixture was stirred at ambient temperature for 2 hours and cooled to −5° C. A solution of copper chloride (1.21 g, 9 mmol) and LiCl (0.76 g, 18 mmol) in THF (50 mL) was added dropwise keep... Reactants: FC(C=1C=C(C(=O)N(CCCC(=O)O)C(CC(C)(C)C)(C)C)C=CC1)(F)F (N-(m-trifluoromethylbenzoyl)-4-[(1,1,3,3-tetramethylbutyl)amino]butyric acid), NCCC(=O)OCC (ethyl 3-aminopropionate), [OH-].[K+] (potassium hydroxide). The solvent is C(C)O (ethanol). Run at time 12 hour. Product: FC(C=1C=C(C(=O)N(CCCC(=O)NCCC(=O)O)C(CC(C)(C)C)(C)C)C=CC1)(F)F (N-[N-(m-trifluoromethylbenzoyl)-4-(1,1,3,3-tetramethylbutylamino)butyryl]-3-aminopropionic acid). RXN SMILES: [F:1][C:2]([F:27])([F:26])[C:3]1[CH:4]=[C:5]([CH:23]=[CH:24][CH:25]=1)[C:6]([N:8]([C:15]([CH3:22])([CH3:21])[CH2:16][C:17]([CH3:20])([CH3:19])[CH3:18])[CH2:9][CH2:10][CH2:11][C:12](O)=[O:13])=[O:7].[NH2:28][CH2:29][CH2:30][C:31]([O:33]CC)=[O:32].[OH-].[K+]>C(O)C>[F:1][C:2]([F:26])([F:27])[C:3]1[CH:4]=[C:5]([CH:23]=[CH:24][CH:25]=1)[C:6]([N:8]([C:15]([CH3:21])([CH3:22])[CH2:16][C:17]([CH3:20])([CH3:18])[CH3:19])[CH2:9][CH2:10][CH2:11][C:12]([NH:28][CH2:29][CH2:30][C:31]([OH:33])=[O:32])=[O:13])=[O:7] |f:2.3|. Procedure details: Analogously to Example 1, by using equivalent quantities, reacting N-(m-trifluoromethylbenzoyl)-4-[(1,1,3,3-tetramethylbutyl)amino]butyric acid and ethyl 3-aminopropionate and suitable processing, dissolving the evaporation residue in ethanol, adding an ethanolic solution of potassium hydroxide, stirring for 12 hours at room temperature and further processing yields N-[N-(m-trifluoromethylbenzoyl)-4-(1,1,3,3-tetramethylbutylamino)butyryl]-3-aminopropionic acid. The reactants are Cl (HCl), [OH-].[K+] (KOH), ClC1=C(O[C@@H](C(=O)OCC)C)C=CC(=C1)Cl (ethyl (R)-2-(2,4-dichlorophenoxy)propionate), ClC1=C(O[C@@H](C(=O)OCC)C)C=CC(=C1)Cl (ethyl (R)-2-(2,4-dichlorophenoxy)propionate). Run in O (H2O), CCO (EtOH). Run at time 4 hour. The product is ClC1=C(O[C@@H](C(=O)O)C)C=CC(=C1)Cl ((R)-2-(2,4-dichlorophenoxy)propionic acid). RXN SMILES: [OH-].[K+].[Cl:3][C:4]1[CH:17]=[C:16]([Cl:18])[CH:15]=[CH:14][C:5]=1[O:6][C@H:7]([CH3:13])[C:8]([O:10]CC)=[O:9].Cl>O.CCO>[Cl:3][C:4]1[CH:17]=[C:16]([Cl:18])[CH:15]=[CH:14][C:5]=1[O:6][C@H:7]([CH3:13])[C:8]([OH:10])=[O:9] |f:0.1|. Procedure details: To a solution of KOH (2.48 g, 44.2 mmol, 15 eq) in H2O (12 mL) was added ethyl (R)-2-(2,4-dichlorophenoxy)propionate (compound 9a; 0.80 g, 3.05 mmol) in EtOH (12 mL) at room temperature. The solution was stirred for 4 hours, and then acidified with concentrated aqueous HCl (pH 3). The resulting solid was filtered, rinsed with water, and dried to yield a white powder which was used without further purification. Reactants: [N+](=O)([O-])C1=C2C(C=3CCCCC3C(C2=CC=C1)=O)=O (5-nitrotetrahydroanthraquinone), [H][H] (Hydrogen). Reagents/catalysts: [Pd] (palladium on carbon). Run in C(CCC)O (butanol). Reaction conditions: temperature 50 celsius, time 1 hour. The product is NC1=CC=CC=2C(C3=CC=CC=C3C(C12)=O)=O (1-aminoanthraquinone). Isolated yield 89.8%. As a reaction SMILES: [N+:1]([C:4]1[CH:17]=[CH:16][CH:15]=[C:14]2[C:5]=1[C:6](=[O:19])[C:7]1[CH2:8][CH2:9][CH2:10][CH2:11][C:12]=1[C:13]2=[O:18])([O-])=O.[H][H]>[Pd].C(O)CCC>[NH2:1][C:4]1[C:5]2[C:6](=[O:19])[C:7]3[C:12](=[CH:11][CH:10]=[CH:9][CH:8]=3)[C:13](=[O:18])[C:14]=2[CH:15]=[CH:16][CH:17]=1. Procedure: 0.07 Gram of 5% palladium on carbon catalyst was added to a mixture of 7.7 grams of 5-nitrotetrahydroanthraquinone and 240 grams of butanol, which was then heated up to 50° C. Hydrogen was then fed into the solution under normal pressure to absorb hydrogen in an amount of 2 mols per mol of the starting 5-nitro compound. After separation of the catalyst by filtration, 4.0 grams of crystal sodium carbonate was added to the reaction solution while agitating at a temperature of 100° C. for 1 hour. T...